From a dataset of the Open Reaction Database (ORD), a public repository of structured organic reaction records. describe an organic reaction: reactants, conditions, products, and yield Reactants: C(C)[Si](O[C@H]([C@@H](C=O)C)CCC)(CC)CC ((2S,3S)-3-(Triethylsilyloxy)-2-methylhexanal), [BH4-].[Na+] (sodium borohydride), C(C)[Si](O[C@@H]([C@H](CO)C)CCC)(CC)CC ((2S,3R)-3-(Triethylsilyloxy)-2-methylhexan-1-ol). Solvent: CCOC(=O)C (EtOAc). Product: C(C)[Si](O[C@H]([C@H](CO)C)CCC)(CC)CC ((2S,3S)-3-(Triethylsilyloxy)-2-methylhexan-1-ol), SiO2. The yield is 47.0%. As a reaction SMILES: [CH2:1]([Si:3]([CH2:15][CH3:16])([CH2:13][CH3:14])[O:4][C@@H:5]([CH2:10][CH2:11][CH3:12])[C@H:6]([CH3:9])[CH:7]=[O:8])[CH3:2].[BH4-].[Na+].C([Si](CC)(CC)O[C@H](CCC)[C@@H](C)CO)C>CCOC(C)=O>[CH2:15]([Si:3]([CH2:1][CH3:2])([CH2:13][CH3:14])[O:4][C@@H:5]([CH2:10][CH2:11][CH3:12])[C@@H:6]([CH3:9])[CH2:7][OH:8])[CH3:16] |f:1.2|. Reported procedure: Aldehyde 22 and 2.5 eq sodium borohydride were reacted as in the preparation of 24 to give 47% alcohol 25 after chromatography (35 g SiO2, 2% EtOAc/1% TEA/97% CH2Cl2, Rf=0.34). 1H NMR (CDCl3, 360.134 MHZ δ:3.70 (1H, br d, J=11.02 Hz), 3.65 (1H,q,J=5.45 Hz), 3.46 (1H, br d), 2.85 (1H, br), 1.68 (1H,m), 1.46 (2H,m), 1.27 (2H,m), 092 (3H,d,J=5.45 Hz), 3.46 (1H, br d), 2.85 (1H, br), 1.68 (1H,m), 1.46 (2H,m), 1.27 (2H,m), 0.92 (3H,d,J=7.07 Hz), 0.90 (9H,t,J=7.90 Hz), 0.85 (3H,t,J=7.30 Hz), and 0.56 ... The reactants are C(C1=CC=CC=C1)C1(CNCC1)C=1C=C(OCCNS(=O)(=O)C=2N=CN(C2)C)C=CC1 (1-methyl-1H-imidazole-4-sulfonic acid {2-[3-(3-benzyl-pyrrolidin-3-yl)phenoxy]-ethyl}-amide), CC(=O)C (acetone), [O-]S(=O)(=O)[O-].[Na+].[Na+] (Na2SO4), C(C)(=O)O[BH-](OC(C)=O)OC(C)=O.[Na+] (sodium triacetoxyborohydride), C(=O)(O)[O-].[Na+] (NaHCO3). The reagents and catalysts are C(C)(=O)O (acetic acid). Solvent: ClCCl (dichloromethane). Product: C(C1=CC=CC=C1)C1(CN(CC1)C(C)C)C=1C=C(OCCNS(=O)(=O)C=2N=CN(C2)C)C=CC1 (1-Methyl-1H-imidazole-4-sulfonic acid {2-[3-(3-benzyl-1-isopropyl-pyrrolidin-3-yl)-phenoxy]-ethyl}-amide). Isolated yield 86.1%. RXN SMILES: [CH2:1]([C:8]1([C:13]2[CH:14]=[C:15]([CH:29]=[CH:30][CH:31]=2)[O:16][CH2:17][CH2:18][NH:19][S:20]([C:23]2[N:24]=[CH:25][N:26]([CH3:28])[CH:27]=2)(=[O:22])=[O:21])[CH2:12][CH2:11][NH:10][CH2:9]1)[C:2]1[CH:7]=[CH:6][CH:5]=[CH:4][CH:3]=1.[CH3:32][C:33]([CH3:35])=O.[O-]S([O-])(=O)=O.[Na+].[Na+].C(O[BH-](OC(=O)C)OC(=O)C)(=O)C.[Na+].C([O-])(O)=O.[Na+]>ClCCl.C(O)(=O)C>[CH2:1]([C:8]1([C:13]2[CH:14]=[C:15]([CH:29]=[CH:30][CH:31]=2)[O:16][CH2:17][CH2:18][NH:19][S:20]([C:23]2[N:24]=[CH:25][N:26]([CH3:28])[CH:27]=2)(=[O:22])=[O:21])[CH2:12][CH2:11][N:10]([CH:33]([CH3:35])[CH3:32])[CH2:9]1)[C:2]1[CH:7]=[CH:6][CH:5]=[CH:4][CH:3]=1 |f:2.3.4,5.6,7.8|. Reported procedure: To a solution of 1-methyl-1H-imidazole-4-sulfonic acid {2-[3-(3-benzyl-pyrrolidin-3-yl)phenoxy]-ethyl}-amide (example 61, 59 mg, 0.13 mmol) in dichloromethane under nitrogen was added acetone (8 mg, 0.14 mmol), two drops acetic acid, 2 mg Na2SO4, sodium triacetoxyborohydride. The mixture was stirred over night at room temperature. Saturated NaHCO3-solution was added and the mixture was extracted with dichloromethane. The organic layer was washed with water, dried over Na2SO4 and the solvent evap... RXN SMILES: [C:1]([C:3]1[CH:4]=[C:5]([CH:8]=[CH:9][CH:10]=1)[CH:6]=O)#[N:2].[NH:11]1[CH2:15][CH2:14][CH2:13][CH2:12]1.C(O)(=O)C.C(O[BH-](OC(=O)C)OC(=O)C)(=O)C.[Na+].C([O-])(O)=O.[Na+]>C1COCC1>[N:11]1([CH2:6][C:5]2[CH:4]=[C:3]([CH:10]=[CH:9][CH:8]=2)[C:1]#[N:2])[CH2:15][CH2:14][CH2:13][CH2:12]1 |f:3.4,5.6|. Reported procedure: To a stirred solution of of 3-cyanobenzaldehyde (15 g, 114.4 mmol) in THF (150 ml) was added pyrrolidine (9.76 g, 137.2 mmol, 1.2 eq.), acetic acid (8,24 g, 137.2 mmol, 1.2 eq.) and sodium triacetoxyborohydride (36.3 g, 171.6 mmol, 1.5 eq.). The resulting suspension was vigorously stirred at r.t. for 24 hrs. under Ar. 5% NaHCO3 was then added and the mixture stirred for a further 10-15 min. The mixture was then extracted with ethylacetate. The organic phase was washed with brine, then dried with... Reactants: C(=O)(O)[O-].[Na+] (NaHCO3), C(#N)C=1C=C(C=O)C=CC1 (3-cyanobenzaldehyde), N1CCCC1 (pyrrolidine), C(C)(=O)O (acetic acid), C(C)(=O)O[BH-](OC(C)=O)OC(C)=O.[Na+] (sodium triacetoxyborohydride). Product: N1(CCCC1)CC=1C=C(C#N)C=CC1 (3-Pyrrolidin-1-ylmethyl-benzonitrile). Solvent: C1CCOC1 (THF). The yield is 89.2%. Run at time 24 hour. The reactants are CCN(Cc1ccccc1F)C(=O)COc1ccc(CCOc2ccccc2C(=O)OC)cc1, C1CCOC1, [Li+], [OH-], O. The product is CCN(Cc1ccccc1F)C(=O)COc1ccc(CCOc2ccccc2C(=O)O)cc1. RXN SMILES: [CH2:1]([CH3:2])[N:3]([C:4]([CH2:5][O:6][c:7]1[cH:8][cH:9][c:10]([CH2:13][CH2:14][O:15][c:16]2[c:17]([C:18](=[O:19])[O:20][CH3:21])[cH:22][cH:23][cH:24][cH:25]2)[cH:11][cH:12]1)=[O:26])[CH2:27][c:28]1[c:29]([F:34])[cH:30][cH:31][cH:32][cH:33]1.[CH2:38]1[O:39][CH2:40][CH2:41][CH2:42]1.[Li+:36].[OH-:37].[OH2:35]>>[CH2:1]([CH3:2])[N:3]([C:4]([CH2:5][O:6][c:7]1[cH:8][cH:9][c:10]([CH2:13][CH2:14][O:15][c:16]2[c:17]([C:18](=[O:19])[OH:20])[cH:22][cH:23][cH:24][cH:25]2)[cH:11][cH:12]1)=[O:26])[CH2:27][c:28]1[c:29]([F:34])[cH:30][cH:31][cH:32][cH:33]1. Reactants: N#CN (cyanamide), N(=C=S)C1=CC=C(C=C1)N1CCN(CC1)CC1CC1 (1-(4-Isothiocyanatophenyl)-4-(1-cyclopropylmethyl)piperazine), BrCC(=O)C1=CC(=CC=C1)OC (2-bromo-1-(3-methoxyphenyl)ethanone). The product is NC=1N=C(SC1C(=O)C1=CC(=CC=C1)OC)NC1=CC=C(C=C1)N1CCN(CC1)CC1CC1 ({4-Amino-2-[4-(4-cyclopropylmethyl-piperazin-1-yl)-phenylamino]-thiazol-5-yl}-(3-methoxy-phenyl)-methanone). RXN SMILES: [N:1]#[C:2][NH2:3].[N:4]([C:7]1[CH:12]=[CH:11][C:10]([N:13]2[CH2:18][CH2:17][N:16]([CH2:19][CH:20]3[CH2:22][CH2:21]3)[CH2:15][CH2:14]2)=[CH:9][CH:8]=1)=[C:5]=[S:6].Br[CH2:24][C:25]([C:27]1[CH:32]=[CH:31][CH:30]=[C:29]([O:33][CH3:34])[CH:28]=1)=[O:26]>>[NH2:1][C:2]1[N:3]=[C:5]([NH:4][C:7]2[CH:8]=[CH:9][C:10]([N:13]3[CH2:14][CH2:15][N:16]([CH2:19][CH:20]4[CH2:22][CH2:21]4)[CH2:17][CH2:18]3)=[CH:11][CH:12]=2)[S:6][C:24]=1[C:25]([C:27]1[CH:32]=[CH:31][CH:30]=[C:29]([O:33][CH3:34])[CH:28]=1)=[O:26]. Procedure details: This compound was prepared from cyanamide, 1-(4-isothiocyanatophenyl)-4-cyclopropylmethylpiperazine (of Example 14G) and 2-bromo-1-(3-methoxyphenyl)ethanone (Aldrich) following the procedure used in Example 24 Mass spectrum (ES) MH+=464. Reactants: NC1=NC(=NC2=CC(=C(C=C12)OCC1=CC=CC=C1)OC)N1CCN(CCC1)C(=O)N1CCOCC1 (4-amino-6-benzyloxy-7-methoxy-2-[4-(4-morpholinecarbonyl)-1,4-diazepan-1-yl]quinazoline). Reagents/catalysts: [Pd] (palladium on charcoal). Run in C(C)O (ethanol). Reaction conditions: temperature 50 celsius, time 72 hour. Yields the product NC1=NC(=NC2=CC(=C(C=C12)O)OC)N1CCN(CCC1)C(=O)N1CCOCC1 (4-Amino-6-hydroxy-7-methoxy-2-[4-(4-morpholinecarbonyl)-1,4-diazepan-1-yl]quinazoline). Yield: 53.5%. RXN SMILES: [NH2:1][C:2]1[C:11]2[C:6](=[CH:7][C:8]([O:20][CH3:21])=[C:9]([O:12]CC3C=CC=CC=3)[CH:10]=2)[N:5]=[C:4]([N:22]2[CH2:28][CH2:27][CH2:26][N:25]([C:29]([N:31]3[CH2:36][CH2:35][O:34][CH2:33][CH2:32]3)=[O:30])[CH2:24][CH2:23]2)[N:3]=1>[Pd].C(O)C>[NH2:1][C:2]1[C:11]2[C:6](=[CH:7][C:8]([O:20][CH3:21])=[C:9]([OH:12])[CH:10]=2)[N:5]=[C:4]([N:22]2[CH2:28][CH2:27][CH2:26][N:25]([C:29]([N:31]3[CH2:32][CH2:33][O:34][CH2:35][CH2:36]3)=[O:30])[CH2:24][CH2:23]2)[N:3]=1. Reported procedure: 10% palladium on charcoal (3 g) was added to a suspension of 4-amino-6-benzyloxy-7-methoxy-2-[4-(4-morpholinecarbonyl)-1,4-diazepan-1-yl]quinazoline (16.35 g, 0.033 mol) in ethanol (800 ml) and the reaction stirred at 50° C. under a hydrogen atmosphere of 414 kPa (60 p.s.i.) for 72 hours. On cooling, the reaction mixture was filtered through Arbocel™, washed well with further ethanol and the filtrate concentrated under reduced pressure. The crude product was purified on silica gel eluting with a... Starting materials: ClC[C@@H]1N(C[C@H](C1)Cl)S(=O)(=O)C1=CC=C(C=C1)C ((2R,4S)-2-chloromethyl-4-chloro-1-(4-toluenesulfonyl)pyrrolidine), CN (Methylamine), gas. The solvent is CO (methanol), CO (methanol). Run at temperature 110 celsius. Yields the product C1(=CC=C(C=C1)S(=O)(=O)N1[C@H]2CN([C@@H](C1)C2)C)C ((1R,4R)-2-(4-Toluenesulfonyl)-5-methyl-2,5-diazabicyclo-[2.2.1]heptane). The yield is 90.0%. As a reaction SMILES: Cl[CH2:2][C@H:3]1[CH2:7][C@H:6](Cl)[CH2:5][N:4]1[S:9]([C:12]1[CH:17]=[CH:16][C:15]([CH3:18])=[CH:14][CH:13]=1)(=[O:11])=[O:10].[CH3:19][NH2:20]>CO>[C:15]1([CH3:18])[CH:16]=[CH:17][C:12]([S:9]([N:4]2[CH2:5][C@H:6]3[CH2:7][C@@H:3]2[CH2:2][N:20]3[CH3:19])(=[O:11])=[O:10])=[CH:13][CH:14]=1. Reported procedure: A Parr bottle was charged with 0.5 g (1.29 :mmol) of (2R,4S)-2-chloromethyl-4-chloro-1-(4-toluenesulfonyl)pyrrolidine and 6 ml of methanol and the bottle was tared. Methylamine gas was then bubbled through the methanol solution until 0.4 g (12.9 mol) of the gas had dissolved. The bottle was then sealed and heated to 110° C. After heating for 16 hours, the reaction was cooled and the solvent was evaporated at reduced pressure. The residual solids were partitioned between 50 ml of methylene chlori...